This data is from the Open Reaction Database (ORD), a public repository of structured organic reaction records. The task is: describe an organic reaction: reactants, conditions, products, and yield The reactants are CN(C)c1ccncc1, COc1nn(C)c(N)c1-c1ccc2c(c1)OCO2, c1ccncc1, O=S(=O)(Cl)c1cccc2nsnc12. Yields the product COc1nn(C)c(NS(=O)(=O)c2cccc3nsnc23)c1-c1ccc2c(c1)OCO2. RXN SMILES: [CH3:32][N:33]([CH3:34])[c:35]1[cH:36][cH:37][n:38][cH:39][cH:40]1.[NH2:14][c:15]1[c:16](-[c:23]2[cH:24][c:25]3[c:26]([cH:30][cH:31]2)[O:27][CH2:28][O:29]3)[c:17]([O:21][CH3:22])[n:18][n:19]1[CH3:20].[cH:41]1[cH:42][cH:43][n:44][cH:45][cH:46]1.[n:1]1[s:2][n:3][c:4]2[c:5]1[cH:6][cH:7][cH:8][c:9]2[S:10](=[O:11])(=[O:12])[Cl:13]>>[n:1]1[s:2][n:3][c:4]2[c:5]1[cH:6][cH:7][cH:8][c:9]2[S:10](=[O:11])(=[O:12])[NH:14][c:15]1[c:16](-[c:23]2[cH:24][c:25]3[c:26]([cH:30][cH:31]2)[O:27][CH2:28][O:29]3)[c:17]([O:21][CH3:22])[n:18][n:19]1[CH3:20]. The reactants are ClC(CC1=CC(=CC=C1)Cl)C(CC)=O (2-chloro-1-(3-chloro-phenyl)-pentan-3-one), COC=1C=C(C=CC1N1C=NC(=C1)C)NC(=S)N ([3-methoxy-4-(4-methyl-imidazol-1-yl)-phenyl]-thiourea). The product is ClC=1C=C(CC2=C(N=C(S2)NC2=CC(=C(C=C2)N2C=NC(=C2)C)OC)CC)C=CC1 ([5-(3-Chloro-benzyl)-4-ethyl-thiazol-2-yl]-[3-methoxy-4-(4-methyl-imidazol-1-yl)-phenyl]-amine). Reaction SMILES: Cl[CH:2]([C:11](=O)[CH2:12][CH3:13])[CH2:3][C:4]1[CH:9]=[CH:8][CH:7]=[C:6]([Cl:10])[CH:5]=1.[CH3:15][O:16][C:17]1[CH:18]=[C:19]([NH:29][C:30]([NH2:32])=[S:31])[CH:20]=[CH:21][C:22]=1[N:23]1[CH:27]=[C:26]([CH3:28])[N:25]=[CH:24]1>>[Cl:10][C:6]1[CH:5]=[C:4]([CH:9]=[CH:8][CH:7]=1)[CH2:3][C:2]1[S:31][C:30]([NH:29][C:19]2[CH:20]=[CH:21][C:22]([N:23]3[CH:27]=[C:26]([CH3:28])[N:25]=[CH:24]3)=[C:17]([O:16][CH3:15])[CH:18]=2)=[N:32][C:11]=1[CH2:12][CH3:13]. Procedure: The title compound was prepared in analogy to example 1 step e) from 76 mg (0.33 mmol) 2-chloro-1-(3-chloro-phenyl)-pentan-3-one and 79 mg (0.3 mmol) [3-methoxy-4-(4-methyl-imidazol-1-yl)-phenyl]-thiourea. The crude product was purified on silica gel with methylene chloride/methanol 19/1 yielding 62 mg (47%) [5-(4-chloro-benzyl)-4-ethyl-thiazol-2-yl]-[3-methoxy-4-(4-methyl-imidazol-1-yl)-phenyl]-amine as a light brown viscous oil. MS ISP (m/e): 439.2/441.2 (100/40) (M+H)+. 1H NMR (DMSO-D6, 250 M... The reactants are CC(=O)OC(C)=O, Cl, NC1CCN(c2ccc(Oc3ccccc3)cc2)CC1. Yields the product CC(=O)NC1CCN(c2ccc(Oc3ccccc3)cc2)CC1. As a reaction SMILES: [CH3:22][C:23](=[O:24])[O:25][C:26](=[O:27])[CH3:28].[ClH:1].[O:2]([c:3]1[cH:4][cH:5][cH:6][cH:7][cH:8]1)[c:9]1[cH:10][cH:11][c:12]([N:15]2[CH2:16][CH2:17][CH:18]([NH2:21])[CH2:19][CH2:20]2)[cH:13][cH:14]1>>[O:2]([c:3]1[cH:4][cH:5][cH:6][cH:7][cH:8]1)[c:9]1[cH:10][cH:11][c:12]([N:15]2[CH2:16][CH2:17][CH:18]([NH:21][C:23]([CH3:22])=[O:24])[CH2:19][CH2:20]2)[cH:13][cH:14]1. Reactants: COc1ccc(Oc2ccc(N)cc2)cc1, CCOC(=O)Cl, c1ccncc1. Product: CCOC(=O)Nc1ccc(Oc2ccc(OC)cc2)cc1. As a reaction SMILES: [CH3:1][O:2][c:3]1[cH:4][cH:5][c:6]([O:7][c:8]2[cH:9][cH:10][c:11]([NH2:14])[cH:12][cH:13]2)[cH:15][cH:16]1.[Cl:17][C:18](=[O:19])[O:20][CH2:21][CH3:22].[cH:23]1[cH:24][cH:25][n:26][cH:27][cH:28]1>>[CH3:1][O:2][c:3]1[cH:4][cH:5][c:6]([O:7][c:8]2[cH:9][cH:10][c:11]([NH:14][C:18](=[O:19])[O:20][CH2:21][CH3:22])[cH:12][cH:13]2)[cH:15][cH:16]1. Reactants: B, COB(OC)OC, CCOC(C)=O, CSC, CCOC(=O)N1C2CCC1CC(c1ccc(Cl)cc1C(=O)CC)C2, Cl, C1CCOC1. Product: CCOC(=O)N1C2CCC1CC(c1ccc(Cl)cc1C(O)CC)C2. As a reaction SMILES: [BH3:11].[CH3:1][O:2][B:3]([O:4][CH3:5])[O:6][CH3:7].[CH3:42][CH2:43][O:44][C:45]([CH3:46])=[O:47].[CH3:8][S:9][CH3:10].[Cl:12][c:13]1[cH:14][c:15]([C:32]([CH2:33][CH3:34])=[O:35])[c:16]([CH:19]2[CH2:20][CH:21]3[CH2:22][CH2:23][CH:24]([CH2:25]2)[N:26]3[C:27](=[O:28])[O:29][CH2:30][CH3:31])[cH:17][cH:18]1.[ClH:36].[O:37]1[CH2:38][CH2:39][CH2:40][CH2:41]1>>[Cl:12][c:13]1[cH:14][c:15]([CH:32]([CH2:33][CH3:34])[OH:35])[c:16]([CH:19]2[CH2:20][CH:21]3[CH2:22][CH2:23][CH:24]([CH2:25]2)[N:26]3[C:27](=[O:28])[O:29][CH2:30][CH3:31])[cH:17][cH:18]1. Reactants: O=[N+]([O-])c1cc2c(Nc3cccc(Br)c3)ncnc2cc1F, C1CCOC1, [Na], OCCCN1CCOCC1, O. Product: O=[N+]([O-])c1cc2c(Nc3cccc(Br)c3)ncnc2cc1OCCCN1CCOCC1. RXN SMILES: [Br:12][c:13]1[cH:14][c:15]([NH:19][c:20]2[n:21][cH:22][n:23][c:24]3[cH:25][c:26]([F:33])[c:27]([N+:30](=[O:31])[O-:32])[cH:28][c:29]23)[cH:16][cH:17][cH:18]1.[CH2:34]1[O:35][CH2:36][CH2:37][CH2:38]1.[Na:1].[O:2]1[CH2:3][CH2:4][N:5]([CH2:8][CH2:9][CH2:10][OH:11])[CH2:6][CH2:7]1.[OH2:39]>>[O:2]1[CH2:3][CH2:4][N:5]([CH2:8][CH2:9][CH2:10][O:11][c:26]2[cH:25][c:24]3[n:23][cH:22][n:21][c:20]([NH:19][c:15]4[cH:14][c:13]([Br:12])[cH:18][cH:17][cH:16]4)[c:29]3[cH:28][c:27]2[N+:30](=[O:31])[O-:32])[CH2:6][CH2:7]1.